Dataset: the Open Reaction Database (ORD), a public repository of structured organic reaction records. Task: describe an organic reaction: reactants, conditions, products, and yield Reactants: CC(C)(C)c1ccc(F)c([N+](=O)[O-])c1, CO, [H][H]. Product: CC(C)(C)c1ccc(F)c(N)c1. Reaction SMILES: [C:1]([CH3:2])([CH3:3])([CH3:4])[c:5]1[cH:6][c:7]([N+:12]([O-:13])=[O:14])[c:8]([F:11])[cH:9][cH:10]1.[CH3:17][OH:18].[H:15][H:16]>>[C:1]([CH3:2])([CH3:3])([CH3:4])[c:5]1[cH:6][c:7]([NH2:12])[c:8]([F:11])[cH:9][cH:10]1.